From a dataset of the Open Reaction Database (ORD), a public repository of structured organic reaction records. describe an organic reaction: reactants, conditions, products, and yield Starting materials: P(=O)([O-])([O-])[O-].[K+].[K+].[K+] (potassium phosphate), BrC1=CC=2C(=NC=C(N2)CCC2=CC(=CC(=C2)OC)OC)N1S(=O)(=O)C1=CC=CC=C1 (6-bromo-2-[2-(3,5-dimethoxyphenyl)ethyl]-5-(phenylsulfonyl)-5H-pyrrolo[2,3-b]pyrazine), CN1CCN(CC1)C1=CC=C(C=C1)B1OC(C(O1)(C)C)(C)C (1-methyl-4-[4-(4,4,5,5-tetramethyl-1,3,2-dioxaborolan-2-yl)phenyl]piperazine), ClCCl (dichloromethane). The reagents and catalysts are C1=CC=C(C=C1)P([C-]2C=CC=C2)C3=CC=CC=C3.C1=CC=C(C=C1)P([C-]2C=CC=C2)C3=CC=CC=C3.Cl[Pd]Cl.[Fe+2] ([1,1′-bis(diphenylphosphino)ferrocene]dichloropalladium(II)). Solvent: O1CCOCC1 (1,4-dioxane), O (water). Conditions: temperature 88 celsius, time 1 hour. The product is COC=1C=C(C=C(C1)OC)CCC=1N=C2C(=NC1)N(C(=C2)C2=CC=C(C=C2)N2CCN(CC2)C)S(=O)(=O)C2=CC=CC=C2 (2-[2-(3,5-dimethoxyphenyl)ethyl]-6-[4-(4-methylpiperazin-1-yl)phenyl]-5-(phenylsulfonyl)-5H-pyrrolo[2,3-b]pyrazine). The yield is 636.6%. Reaction SMILES: Br[C:2]1[N:22]([S:23]([C:26]2[CH:31]=[CH:30][CH:29]=[CH:28][CH:27]=2)(=[O:25])=[O:24])[C:5]2=[N:6][CH:7]=[C:8]([CH2:10][CH2:11][C:12]3[CH:17]=[C:16]([O:18][CH3:19])[CH:15]=[C:14]([O:20][CH3:21])[CH:13]=3)[N:9]=[C:4]2[CH:3]=1.[CH3:32][N:33]1[CH2:38][CH2:37][N:36]([C:39]2[CH:44]=[CH:43][C:42](B3OC(C)(C)C(C)(C)O3)=[CH:41][CH:40]=2)[CH2:35][CH2:34]1.ClCCl.P([O-])([O-])([O-])=O.[K+].[K+].[K+]>O.C1C=CC(P(C2C=CC=CC=2)[C-]2C=CC=C2)=CC=1.C1C=CC(P(C2C=CC=CC=2)[C-]2C=CC=C2)=CC=1.Cl[Pd]Cl.[Fe+2].O1CCOCC1>[CH3:21][O:20][C:14]1[CH:13]=[C:12]([CH2:11][CH2:10][C:8]2[N:9]=[C:4]3[CH:3]=[C:2]([C:42]4[CH:41]=[CH:40][C:39]([N:36]5[CH2:37][CH2:38][N:33]([CH3:32])[CH2:34][CH2:35]5)=[CH:44][CH:43]=4)[N:22]([S:23]([C:26]4[CH:31]=[CH:30][CH:29]=[CH:28][CH:27]=4)(=[O:25])=[O:24])[C:5]3=[N:6][CH:7]=2)[CH:17]=[C:16]([O:18][CH3:19])[CH:15]=1 |f:3.4.5.6,8.9.10.11|. Reported procedure: A stirred mixture of 6-bromo-2-[2-(3,5-dimethoxyphenyl)ethyl]-5-(phenylsulfonyl)-5H-pyrrolo[2,3-b]pyrazine (from Example 1, step 4, 30.0 mg, 59.7 μmol), 1-methyl-4-[4-(4,4,5,5-tetramethyl-1,3,2-dioxaborolan-2-yl)phenyl]piperazine (from Alfa Aesar, cat# H51659, 19.8 mg, 6.57 μmol), [1,1′-bis(diphenylphosphino)ferrocene]dichloropalladium(II) complexed with dichloromethane (1:1) (4.9 mg, 5.97 mmol), and potassium phosphate (25.4 mg, 119 μmol) in water (0.2 mL)/1,4-dioxane (1 mL) was heated at 88° C... The reactants are BrC1=CC=C(C=C1)S(=O)(=O)NC1=CC=C(C=C1)[C@H]1CN(CC1)CCC (4-bromo-N-[4-((S)-1-propyl-pyrrolidin-3-yl)-phenyl]-benzenesulfonamide), C1(CC1)B(O)O (cyclopropylboronic acid), P(=O)([O-])([O-])[O-].[K+].[K+].[K+] (potassium phosphate). Reagents/catalysts: C(C)(=O)[O-].[Pd+2].C(C)(=O)[O-] (palladium(II)-acetate). Solvent: C1(=CC=CC=C1)C (toluene), O (water). Reaction conditions: temperature 100 celsius, time 1 hour. Yields the product C1(CC1)C1=CC=C(C=C1)S(=O)(=O)NC1=CC=C(C=C1)[C@H]1CN(CC1)CCC (4-Cyclopropyl-N-[4-((S)-1-propyl-pyrrolidin-3-yl)-phenyl]-benzenesulfonamide). Isolated yield 24.2%. RXN SMILES: Br[C:2]1[CH:7]=[CH:6][C:5]([S:8]([NH:11][C:12]2[CH:17]=[CH:16][C:15]([C@@H:18]3[CH2:22][CH2:21][N:20]([CH2:23][CH2:24][CH3:25])[CH2:19]3)=[CH:14][CH:13]=2)(=[O:10])=[O:9])=[CH:4][CH:3]=1.[CH:26]1(B(O)O)[CH2:28][CH2:27]1.P([O-])([O-])([O-])=O.[K+].[K+].[K+]>C1(C)C=CC=CC=1.O.C([O-])(=O)C.[Pd+2].C([O-])(=O)C>[CH:26]1([C:2]2[CH:3]=[CH:4][C:5]([S:8]([NH:11][C:12]3[CH:17]=[CH:16][C:15]([C@@H:18]4[CH2:22][CH2:21][N:20]([CH2:23][CH2:24][CH3:25])[CH2:19]4)=[CH:14][CH:13]=3)(=[O:9])=[O:10])=[CH:6][CH:7]=2)[CH2:28][CH2:27]1 |f:2.3.4.5,8.9.10|. Procedure: 0.3 g of 4-bromo-N-[4-((S)-1-propyl-pyrrolidin-3-yl)-phenyl]-benzenesulfonamide (0.71 mmol), 0.079 g of cyclopropylboronic acid (0.92 mmol), 0.526 g of potassium phosphate (2.48 mmol) and 0.02 g of ricyclohexylphosphin were dissolved in a mixture of 4 ml of toluene and 2 ml of water. After addition of 0.008 g of palladium(II)-acetate (0.04 mmol), the reaction mixture was stirred for 1 h at 100° C. in the microwave (CEM). The solution was decanted, the remaining suspension containing the catalyst... Starting materials: C(C)(C)(C)OC(=O)N1CCNCCC1 (1,4-Diazepane-1-carboxylic acid tert-butyl ester), S(=O)(=O)(N)N (sulfamide). Run in O1CCOCC1 (dioxane). The product is C(C)(C)(C)OC(=O)N1CCN(CCC1)S(N)(=O)=O (4-Sulfamoyl-1,4-diazepane-1-carboxylic acid tert-butyl ester). As a reaction SMILES: [C:1]([O:5][C:6]([N:8]1[CH2:14][CH2:13][CH2:12][NH:11][CH2:10][CH2:9]1)=[O:7])([CH3:4])([CH3:3])[CH3:2].[S:15](N)([NH2:18])(=[O:17])=[O:16]>O1CCOCC1>[C:1]([O:5][C:6]([N:8]1[CH2:14][CH2:13][CH2:12][N:11]([S:15](=[O:17])(=[O:16])[NH2:18])[CH2:10][CH2:9]1)=[O:7])([CH3:4])([CH3:2])[CH3:3]. Reported procedure: To a solution of 1,4-Diazepane-1-carboxylic acid tert-butyl ester (3.16 g) in dioxane (40 ml) was added sulfamide (4.0 g) and the reaction mixture was then heated at reflux for 18 h. The reaction mixture was then reduced in vacuo and the residue partitioned between EtOAc (100 ml) and H2O (100 ml). The organics were separated and the aqueous layer was re-extracted with EtOAc (2×100 ml). Organics were combined, dried (MgSO4) and reduced in vacuo to give the subtitle compound as a white solid. Yiel... The reactants are ClC1=C(OCCCC(=O)O)C=CC(=C1Cl)C=O (4-(2,3-dichloro-4-formylphenoxy)butyric acid), [N+](=O)([O-])CCCC (1-nitrobutane), [N+](=O)([O-])CCC (1-nitropropane), ClC1=C(OC2(CCC2)C(=O)O)C=CC(=C1Cl)C=O (1-(2,3-dichloro-4-formylphenoxy)cyclobutane-1-carboxylic acid). Yields the product ClC1=C(OC2(CCC2)C(=O)O)C=CC(=C1Cl)\C=C(/CCC)\[N+](=O)[O-] ((E)-1-[2,3-dichloro-4-(2-nitro-l-pentenyl)phenoxy]cyclobutane-1-carboxylic acid). RXN SMILES: ClC1C(Cl)=C(C=O)C=CC=1OCCCC(O)=O.[N+](CCC)([O-])=O.[Cl:24][C:25]1[C:38]([Cl:39])=[C:37]([CH:40]=O)[CH:36]=[CH:35][C:26]=1[O:27][C:28]1([C:32]([OH:34])=[O:33])[CH2:31][CH2:30][CH2:29]1.[N+:42]([CH2:45][CH2:46][CH2:47][CH3:48])([O-:44])=[O:43]>>[Cl:24][C:25]1[C:38]([Cl:39])=[C:37](/[CH:40]=[C:45](/[N+:42]([O-:44])=[O:43])\[CH2:46][CH2:47][CH3:48])[CH:36]=[CH:35][C:26]=1[O:27][C:28]1([C:32]([OH:34])=[O:33])[CH2:29][CH2:30][CH2:31]1. Procedure details: By following substantially the same procedure described in Example 1, Step B except that the 4-(2,3-dichloro-4-formylphenoxy)butyric acid and 1-nitropropane are replaced by equimolar quantities of 1-(2,3-dichloro-4-formylphenoxy)cyclobutane-1-carboxylic acid (See Example 6, Step A) and 1-nitrobutane and there is obtained (E)-1-[2,3-dichloro-4-(2-nitro-l-pentenyl)phenoxy]cyclobutane-1-carboxylic acid The reactants are 200, CC(=CC=O)C (3,3-dimethylacrolein), O1CCCC1 (tetrahydrofuran), C(=O)O (formic acid). Yields the product CC1=CC(=O)C(=C(C)C)CC1 (piperitenone). Yield: 83.0%. As a reaction SMILES: [CH3:1][C:2]([CH3:6])=[CH:3][CH:4]=[O:5].O1[CH2:11][CH2:10][CH2:9][CH2:8]1.[CH:12](O)=O>>[CH3:1][C:2]1[CH2:6][CH2:11][C:10](=[C:9]([CH3:12])[CH3:8])[C:4](=[O:5])[CH:3]=1. Reported procedure: A mixture of 200 parts of 3,3-dimethylacrolein, 600 parts of tetrahydrofuran and 1 part of formic acid is heated for 2 hours at a pressure of 120 atmospheres and a temperature of 280°C in an autoclave. The reaction product is worked up by distillation. 106 parts of piperitenone is obtained having a boiling point of 120° to 122°C at 14 mm Hg. The yield is 83% of theory at a conversion of 72%. Reactants: [OH-].[Na+] (NaOH), N1=CC=CC2=CC(=CC=C12)C(C)=O (1-quinolin-6-yl-ethanone), Cl.NO (hydroxylamine hydrochloride). Run in CCO (EtOH), CCO (EtOH), CCO (EtOH). Run at time 15 minute. Yields the product N1=CC=CC2=CC(=CC=C12)C(C)=NO (1-quinolin-6-yl-ethanone oxime). The yield is 99.0%. Reaction SMILES: Cl.[NH2:2][OH:3].[OH-].[Na+].[N:6]1[C:15]2[C:10](=[CH:11][C:12]([C:16](=O)[CH3:17])=[CH:13][CH:14]=2)[CH:9]=[CH:8][CH:7]=1>CCO>[N:6]1[C:15]2[C:10](=[CH:11][C:12]([C:16](=[N:2][OH:3])[CH3:17])=[CH:13][CH:14]=2)[CH:9]=[CH:8][CH:7]=1 |f:0.1,2.3|. Procedure: To a suspension of hydroxylamine hydrochloride in EtOH (150 mL) was added a suspension of NaOH (2.4 g, 59.7 mmol) in EtOH (25 mL). The reaction mixture was stirred at ambient temperature for 15 minutes. The precipitated sodium hydrochloride was filtered off. A solution of 1-quinolin-6-yl-ethanone (9.3 g, 54.25 mmol) in EtOH (150 mL) was added. The reaction solution was stirred for 16 hours at ambient temperature. EtOH was removed in vacuum to give 1-quinolin-6-yl-ethanone oxime (10.1 g, >99% yie...